The task is: describe an organic reaction: reactants, conditions, products, and yield. This data is from the Open Reaction Database (ORD), a public repository of structured organic reaction records. The reactants are COC(=O)C=1SC=CC1S(=O)(=O)O (3-sulfothiophene-2-carboxylic acid methyl ester), S(=O)(Cl)Cl (thionyl chloride). The product is COC(=O)C=1SC=CC1S(=O)(=O)Cl (3-chlorosulfonylthiophene-2-carboxylic acid methyl ester). RXN SMILES: [CH3:1][O:2][C:3]([C:5]1[S:6][CH:7]=[CH:8][C:9]=1[S:10]([OH:13])(=O)=[O:11])=[O:4].S(Cl)([Cl:16])=O>>[CH3:1][O:2][C:3]([C:5]1[S:6][CH:7]=[CH:8][C:9]=1[S:10]([Cl:16])(=[O:13])=[O:11])=[O:4]. Reported procedure: 7.4 G. of crude 3-sulfothiophene-2-carboxylic acid methyl ester are dissolved in 50 ml. of thionyl chloride and boiled to reflux for 16 hours. The mixture is then evaporated to dryness in vacuo and the remaining bright-yellow oil is brought to crystallization with petroleum ether. There is obtained 3-chlorosulfonylthiophene-2-carboxylic acid methyl ester. Product: CC(=O)c1nc(Br)ccc1O. As a reaction SMILES: [Al+3:2].[CH2:10]([c:11]1[cH:12][cH:13][cH:14][cH:15][cH:16]1)[O:17][c:18]1[c:19]([C:25]([CH3:26])=[O:27])[n:20][c:21]([Br:24])[cH:22][cH:23]1.[CH3:28][c:29]1[cH:30][cH:31][cH:32][cH:33][cH:34]1.[CH3:6][NH+:7]([CH3:8])[CH3:9].[Cl-:1].[Cl-:3].[Cl-:4].[Cl-:5]>>[OH:17][c:18]1[c:19]([C:25]([CH3:26])=[O:27])[n:20][c:21]([Br:24])[cH:22][cH:23]1. Starting materials: [Al+3], CC(=O)c1nc(Br)ccc1OCc1ccccc1, Cc1ccccc1, C[NH+](C)C, [Cl-], [Cl-], [Cl-], [Cl-]. Reported procedure: Following the procedure in Step A and Step B of Example 19, 4-(3,4-dichlorophenyl)-6-fluoro-2-methyl-7-(4,4,5,5-tetramethyl-1,3,2-dioxaborolan-2-yl)-1,2,3,4-tetrahydroisoquinoline (500 mg, 1.1 mmol), 3-chloro-6-methylpyridazine (282 mg, 2.2 mmol), cesium carbonate (1.08 mg, 3.3 mmol), and dichloro[1,1′-bis(diphenylphosphino)ferrocene]palladium(II) (44 mg, 0.06 mmol) in N,N-dimethylformamide (10 mL) and water (3 mL) followed by N-de-methylation with N1,N1,N8,N8-tetramethylnaphthalene-1,8-diamine ... Reagents/catalysts: C1=CC=C(C=C1)P([C-]2C=CC=C2)C3=CC=CC=C3.C1=CC=C(C=C1)P([C-]2C=CC=C2)C3=CC=CC=C3.Cl[Pd]Cl.[Fe+2] (dichloro[1,1′-bis(diphenylphosphino)ferrocene]palladium(II)). Product: ClC=1C=C(C=CC1Cl)C1CNCC2=CC(=C(C=C12)F)C=1N=NC(=CC1)C (4-(3,4-dichlorophenyl)-6-fluoro-7-(6-methylpyridazin-3-yl)-1,2,3,4-tetrahydroisoquinoline). Solvent: O (water), CN(C=O)C (N,N-dimethylformamide). The reactants are ClC=1C=C(C=CC1Cl)C1CN(CC2=CC(=C(C=C12)F)B1OC(C(O1)(C)C)(C)C)C (4-(3,4-dichlorophenyl)-6-fluoro-2-methyl-7-(4,4,5,5-tetramethyl-1,3,2-dioxaborolan-2-yl)-1,2,3,4-tetrahydroisoquinoline), ClC(=O)OC(C)Cl (1-chlorethyl chloroformate), CN(C1=CC=CC2=CC=CC(=C12)N(C)C)C (N1,N1,N8,N8-tetramethylnaphthalene-1,8-diamine), ClC=1N=NC(=CC1)C (3-chloro-6-methylpyridazine), C([O-])([O-])=O.[Cs+].[Cs+] (cesium carbonate). As a reaction SMILES: [Cl:1][C:2]1[CH:3]=[C:4]([CH:9]2[C:18]3[C:13](=[CH:14][C:15](B4OC(C)(C)C(C)(C)O4)=[C:16]([F:19])[CH:17]=3)[CH2:12][N:11](C)[CH2:10]2)[CH:5]=[CH:6][C:7]=1[Cl:8].Cl[C:31]1[N:32]=[N:33][C:34]([CH3:37])=[CH:35][CH:36]=1.C(=O)([O-])[O-].[Cs+].[Cs+].CN(C)C1C2C(=CC=CC=2N(C)C)C=CC=1.ClC(OC(Cl)C)=O>CN(C)C=O.O.C1C=CC(P(C2C=CC=CC=2)[C-]2C=CC=C2)=CC=1.C1C=CC(P(C2C=CC=CC=2)[C-]2C=CC=C2)=CC=1.Cl[Pd]Cl.[Fe+2]>[Cl:1][C:2]1[CH:3]=[C:4]([CH:9]2[C:18]3[C:13](=[CH:14][C:15]([C:31]4[N:32]=[N:33][C:34]([CH3:37])=[CH:35][CH:36]=4)=[C:16]([F:19])[CH:17]=3)[CH2:12][NH:11][CH2:10]2)[CH:5]=[CH:6][C:7]=1[Cl:8] |f:2.3.4,9.10.11.12|. Yield: 3.5%. Yields the product COc1ccc2ccccc2c1CNc1cccc(-c2c(Cc3ccccc3)cnc3c(C(F)(F)F)cccc23)c1. As a reaction SMILES: [CH2:1]([c:2]1[cH:3][cH:4][cH:5][cH:6][cH:7]1)[c:8]1[cH:9][n:10][c:11]2[c:12]([C:25]([F:26])([F:27])[F:28])[cH:13][cH:14][cH:15][c:16]2[c:17]1-[c:18]1[cH:19][c:20]([NH2:24])[cH:21][cH:22][cH:23]1.[CH3:29][O:30][c:31]1[c:32]([CH:41]=[O:42])[c:33]2[cH:34][cH:35][cH:36][cH:37][c:38]2[cH:39][cH:40]1>>[CH2:1]([c:2]1[cH:3][cH:4][cH:5][cH:6][cH:7]1)[c:8]1[cH:9][n:10][c:11]2[c:12]([C:25]([F:26])([F:27])[F:28])[cH:13][cH:14][cH:15][c:16]2[c:17]1-[c:18]1[cH:19][c:20]([NH:24][CH2:41][c:32]2[c:31]([O:30][CH3:29])[cH:40][cH:39][c:38]3[c:33]2[cH:34][cH:35][cH:36][cH:37]3)[cH:21][cH:22][cH:23]1. Reactants: Nc1cccc(-c2c(Cc3ccccc3)cnc3c(C(F)(F)F)cccc23)c1, COc1ccc2ccccc2c1C=O. Starting materials: C(C)(C)(C)OC(C1=CC(=C(C=C1)[N+](=O)[O-])NCCC(=O)OCC)=O (3-(2-Ethoxycarbonyl-ethylamino)-4-nitro-benzoic acid tert-butyl ester). Reagents/catalysts: [Pd] (Pd/C). Solvent: C(C)O (ethanol). Conditions: time 8 hour. The product is C(C)(C)(C)OC(C1=CC(=C(C=C1)N)NCCC(=O)OCC)=O (4-Amino-3-(2-Ethoxycarbonyl-ethylamino)-benzoic acid tert-butyl ester). Yield: 91.3%. As a reaction SMILES: [C:1]([O:5][C:6](=[O:24])[C:7]1[CH:12]=[CH:11][C:10]([N+:13]([O-])=O)=[C:9]([NH:16][CH2:17][CH2:18][C:19]([O:21][CH2:22][CH3:23])=[O:20])[CH:8]=1)([CH3:4])([CH3:3])[CH3:2]>C(O)C.[Pd]>[C:1]([O:5][C:6](=[O:24])[C:7]1[CH:12]=[CH:11][C:10]([NH2:13])=[C:9]([NH:16][CH2:17][CH2:18][C:19]([O:21][CH2:22][CH3:23])=[O:20])[CH:8]=1)([CH3:3])([CH3:4])[CH3:2]. Procedure details: 3-(2-Ethoxycarbonyl-ethylamino)-4-nitro-benzoic acid tert-butyl ester (1.2 g, 3.55 mmol) was dissolved in ethanol (60 ml) to the solution Pd/C (10%) (300 mg) was added and the reaction mixture was stirred under Hydrogen (1 atmosphere) overnight. The reaction mixture was filtered through celite and evaporated to dryness to give 1 g (91%) of product. Reactants: FC1=CC=C(C=C1)CN1C(=NC2=C1C=CC=C2)N2CCC(CC2)NC (1-[1-[(4-fluorophenyl)methyl]-2(1H)-benzimidazolyl]-N-methyl-4-piperidinamine), N#CN (cyanamide), C(C)(=O)O (acetic acid). Solvent: C(Cl)Cl (methylene chloride). Run at temperature 135 celsius. Yields the product C(C)(=O)O.FC1=CC=C(C=C1)CN1C(=NC2=C1C=CC=C2)N2CCC(CC2)N(C(=N)N)C (N-[1-[1-[(4-fluorophenyl)methyl]-2(1H)-benzimidazolyl]-4-piperidinyl]-N-methylguanidine acetate). As a reaction SMILES: [F:1][C:2]1[CH:7]=[CH:6][C:5]([CH2:8][N:9]2[C:13]3[CH:14]=[CH:15][CH:16]=[CH:17][C:12]=3[N:11]=[C:10]2[N:18]2[CH2:23][CH2:22][CH:21]([NH:24][CH3:25])CC2)=[CH:4][CH:3]=1.[N:26]#[C:27][NH2:28].[C:29]([OH:32])(=[O:31])[CH3:30]>C(Cl)Cl>[C:29]([OH:32])(=[O:31])[CH3:30].[F:1][C:2]1[CH:3]=[CH:4][C:5]([CH2:8][N:9]2[C:13]3[CH:14]=[CH:15][CH:16]=[CH:17][C:12]=3[N:11]=[C:10]2[N:18]2[CH2:30][CH2:29][CH:21]([N:24]([CH3:25])[C:27]([NH2:28])=[NH:26])[CH2:22][CH2:23]2)=[CH:6][CH:7]=1 |f:4.5|. Procedure details: A mixture of 10.1 g (0.03 mole) of 1-[1-[(4-fluorophenyl)methyl]-2(1H)-benzimidazolyl]-N-methyl-4-piperidinamine with 1.4 g (0.032 mole) of cyanamide and 1.8 g (0.03 mole) of acetic acid is heated to 135° C. for 1.5 hours. The mixture is cooled and it is then taken up with methylene chloride under reflux, and the precipitate is filtered off and then dried. N-[1-[1-[(4-fluorophenyl)methyl]-2(1H)-benzimidazolyl]-4-piperidinyl]-N-methylguanidine acetate is thus obtained.